This data is from the Open Reaction Database (ORD), a public repository of structured organic reaction records. The task is: describe an organic reaction: reactants, conditions, products, and yield Starting materials: BrC1=CC(=C(C=C1)C(C(C(F)(F)F)(O)C=1C=NC(=CC1)OC)C)Cl (3-(4-bromo-2-chloro-phenyl)-1,1,1-trifluoro-2-(6-methoxy-pyridin-3-yl)-butan-2-ol), C(#N)CC1=CC=C(C=C1)B(O)O (4-cyanomethylphenylboronic acid). The product is ClC=1C=C(C=CC1C(C(C(F)(F)F)(C=1C=NC(=CC1)OC)O)C)C1=CC=C(C=C1)CC#N ({3′-Chloro-4′-[3,3,3-trifluoro-2-hydroxy-2-(6-methoxy-pyridin-3-yl)-1-methyl-propyl]-biphenyl-4-yl}-acetonitrile). As a reaction SMILES: Br[C:2]1[CH:7]=[CH:6][C:5]([CH:8]([CH3:23])[C:9]([C:15]2[CH:16]=[N:17][C:18]([O:21][CH3:22])=[CH:19][CH:20]=2)([OH:14])[C:10]([F:13])([F:12])[F:11])=[C:4]([Cl:24])[CH:3]=1.[C:25]([CH2:27][C:28]1[CH:33]=[CH:32][C:31](B(O)O)=[CH:30][CH:29]=1)#[N:26]>>[Cl:24][C:4]1[CH:3]=[C:2]([C:31]2[CH:32]=[CH:33][C:28]([CH2:27][C:25]#[N:26])=[CH:29][CH:30]=2)[CH:7]=[CH:6][C:5]=1[CH:8]([CH3:23])[C:9]([OH:14])([C:15]1[CH:16]=[N:17][C:18]([O:21][CH3:22])=[CH:19][CH:20]=1)[C:10]([F:13])([F:12])[F:11]. Procedure details: In analogy to Example 150, step 2, 3-(4-bromo-2-chloro-phenyl)-1,1,1-trifluoro-2-(6-methoxy-pyridin-3-yl)-butan-2-ol (Example 175, step 3) was reacted with 4-cyanomethylphenylboronic acid to give the title compound as a colorless foam. MS (m/e)=461.3 [M+H+] Starting materials: C(C)(=O)N1CCC(CC1)(C1=CC=CC=C1)O (1-acetyl-4-hydroxy-4-phenylpiperidine), FC1=C(C(=C(C(=C1F)F)F)F)F (hexafluorobenzene), ice water, [H-].[Na+] (sodium hydride). The solvent is CN(C=O)C (dimethylformamide), CN(C=O)C (dimethylformamide), CN(C=O)C (dimethylformamide). Run at time 20 hour. Product: C(C)(=O)N1CCC(CC1)(C1=CC=CC=C1)OC1=C(C(=C(C(=C1F)F)F)F)F (1-acetyl-4-(2,3,4,5,6-pentafluorophenoxy)-4-phenylpiperidine). The yield is 73.7%. As a reaction SMILES: [H-].[Na+].[C:3]([N:6]1[CH2:11][CH2:10][C:9]([OH:18])([C:12]2[CH:17]=[CH:16][CH:15]=[CH:14][CH:13]=2)[CH2:8][CH2:7]1)(=[O:5])[CH3:4].[F:19][C:20]1[C:25](F)=[C:24]([F:27])[C:23]([F:28])=[C:22]([F:29])[C:21]=1[F:30]>CN(C)C=O>[C:3]([N:6]1[CH2:11][CH2:10][C:9]([O:18][C:25]2[C:24]([F:27])=[C:23]([F:28])[C:22]([F:29])=[C:21]([F:30])[C:20]=2[F:19])([C:12]2[CH:17]=[CH:16][CH:15]=[CH:14][CH:13]=2)[CH2:8][CH2:7]1)(=[O:5])[CH3:4] |f:0.1|. Procedure: A stirred suspension of sodium hydride (60% in oil, 1.6 g) in 50 ml of dimethylformamide was treated with 7.0 g of 1-acetyl-4-hydroxy-4-phenylpiperidine in 100 ml of dimethylformamide. After the evolution of gas had ceased, the mixture was cooled to ice bath temperature and a solution of 6.88 g of hexafluorobenzene in 50 ml of dimethylformamide was added, dropwise. After stirring for 20 hours at ambient temperature the mixture was poured into ice water and then extracted with ethyl acetate. The ... The reactants are N1=CC(=CC=C1)C#CCCCC#N (6-(3-pyridinyl)-5-hexynenitrile), [H][H] (hydrogen). The reagents and catalysts are [Pd] (palladium on carbon). The solvent is CC(C)O (2-propanol). Run at time 2 day. Product: N1=CC(=CC=C1)CCCCCC#N (6-(3-pyridinyl)hexanenitrile). Isolated yield 81.1%. RXN SMILES: [N:1]1[CH:6]=[CH:5][CH:4]=[C:3]([C:7]#[C:8][CH2:9][CH2:10][CH2:11][C:12]#[N:13])[CH:2]=1.[H][H]>CC(O)C.[Pd]>[N:1]1[CH:6]=[CH:5][CH:4]=[C:3]([CH2:7][CH2:8][CH2:9][CH2:10][CH2:11][C:12]#[N:13])[CH:2]=1. Procedure details: A solution of 62.82 g of 6-(3-pyridinyl)-5-hexynenitrile in 500 ml of 2-propanol was hydrogenated over 3.0 g of 10% palladium on carbon at atmospheric pressure. Two additional 3.0 g charges of catalyst were added as the rate of hydrogen uptake slowed. After two days, the reaction mixture was filtered, concentrated, the residue was evaporatively distilled and the distillate was dissolved in 300 ml of 2-propanol and was reduced over 3.0 g of 10% palladium on carbon. Filtration, evaporation, and di...